Dataset: the Open Reaction Database (ORD), a public repository of structured organic reaction records. Task: describe an organic reaction: reactants, conditions, products, and yield Starting materials: CCOC(=O)Cc1ccc(OC)c(-c2ccc([N+](=O)[O-])cc2CN(CC)C(=O)OCc2ccccc2)c1, CCO, CCOC(C)=O, Cl, Cl[Sn]Cl. The product is CCOC(=O)Cc1ccc(OC)c(-c2ccc(N)cc2CN(CC)C(=O)OCc2ccccc2)c1. As a reaction SMILES: [CH2:1]([CH3:2])[O:3][C:4]([CH2:5][c:6]1[cH:7][c:8](-[c:14]2[c:15]([CH2:23][N:24]([CH2:25][CH3:26])[C:27](=[O:28])[O:29][CH2:30][c:31]3[cH:32][cH:33][cH:34][cH:35][cH:36]3)[cH:16][c:17]([N+:20]([O-:21])=[O:22])[cH:18][cH:19]2)[c:9]([O:12][CH3:13])[cH:10][cH:11]1)=[O:37].[CH3:42][CH2:43][OH:44].[CH3:45][CH2:46][O:47][C:48]([CH3:49])=[O:50].[ClH:41].[Sn:38]([Cl:39])[Cl:40]>>[CH2:1]([CH3:2])[O:3][C:4]([CH2:5][c:6]1[cH:7][c:8](-[c:14]2[c:15]([CH2:23][N:24]([CH2:25][CH3:26])[C:27](=[O:28])[O:29][CH2:30][c:31]3[cH:32][cH:33][cH:34][cH:35][cH:36]3)[cH:16][c:17]([NH2:20])[cH:18][cH:19]2)[c:9]([O:12][CH3:13])[cH:10][cH:11]1)=[O:37]. The reactants are NC=1NC(C2=C(N1)N(C(S2)=O)CCCCC(=O)OCC)=O (5-amino-3-[4-(ethoxycarbonyl)butyl]thiazolo[4,5-d]pyrimidine-2,7(3H,6H)-dione), [OH-].[Na+] (NaOH). Run in CC(=O)O (AcOH). Run at time 1.5 hour. Product: NC=1NC(C2=C(N1)N(C(S2)=O)CCCCC(=O)O)=O (5-Amino-3-(4-carboxybutyl)thiazolo[4,5-d]pyrimidine-2,7(3H,6H)-dione). RXN SMILES: [NH2:1][C:2]1[NH:3][C:4](=[O:21])[C:5]2[S:10][C:9](=[O:11])[N:8]([CH2:12][CH2:13][CH2:14][CH2:15][C:16]([O:18]CC)=[O:17])[C:6]=2[N:7]=1.[OH-].[Na+]>CC(O)=O>[NH2:1][C:2]1[NH:3][C:4](=[O:21])[C:5]2[S:10][C:9](=[O:11])[N:8]([CH2:12][CH2:13][CH2:14][CH2:15][C:16]([OH:18])=[O:17])[C:6]=2[N:7]=1 |f:1.2|. Procedure: A mixture of 5-amino-3-[4-(ethoxycarbonyl)butyl]thiazolo[4,5-d]pyrimidine-2,7(3H,6H)-dione (312 mg, 1 mmol) and 1 N NaOH (5 mL) was stirred at ambient temperature for 1.5 h. The mixture was acidified (pH=4) with AcOH and then refrigerated for 16 h. The solid was collected by filtration, crystallized from a MeOH:H2O mixture and dried under vacuum at 80° C. for 16 h; 220 mg (0.774 mmol, 77%), mp 263-265° C. Ir (KBr): ν3410, 3315 and 3180 (NH, NH2), 1725 (C=O) and 1640 (C=O), and 1640 (C=O, C=N) cm...